describe an organic reaction: reactants, conditions, products, and yield From a dataset of the Open Reaction Database (ORD), a public repository of structured organic reaction records. The reactants are CC=1NC(=C(C(C1C(=O)OCC)C1=C(C=CC=C1)[N+](=O)[O-])C(=O)OCC)CO (diethyl 2-methyl-4-(2-nitrophenyl)-6-hydroxymethyl-1,4-dihydropyridine-3,5-dicarboxylate), C(C)(=O)Cl (acetyl chloride). The solvent is N1=CC=CC=C1 (pyridine), C(Cl)Cl (methylene chloride). Yields the product CC=1NC(=C(C(C1C(=O)OCC)C1=C(C=CC=C1)[N+](=O)[O-])C(=O)OCC)COC(C)=O (diethyl 2-methyl-4-(2-nitrophenyl)-6-acetoxymethyl-1,4-dihydropyridine-3,5-dicarboxylate). Isolated yield 68.4%. As a reaction SMILES: [CH3:1][C:2]1[NH:3][C:4]([CH2:27][OH:28])=[C:5]([C:22]([O:24][CH2:25][CH3:26])=[O:23])[CH:6]([C:13]2[CH:18]=[CH:17][CH:16]=[CH:15][C:14]=2[N+:19]([O-:21])=[O:20])[C:7]=1[C:8]([O:10][CH2:11][CH3:12])=[O:9].[C:29](Cl)(=[O:31])[CH3:30]>N1C=CC=CC=1.C(Cl)Cl>[CH3:1][C:2]1[NH:3][C:4]([CH2:27][O:28][C:29](=[O:31])[CH3:30])=[C:5]([C:22]([O:24][CH2:25][CH3:26])=[O:23])[CH:6]([C:13]2[CH:18]=[CH:17][CH:16]=[CH:15][C:14]=2[N+:19]([O-:21])=[O:20])[C:7]=1[C:8]([O:10][CH2:11][CH3:12])=[O:9]. Reported procedure: To a mixture of diethyl 2-methyl-4-(2-nitrophenyl)-6-hydroxymethyl-1,4-dihydropyridine-3,5-dicarboxylate (2.35 g) in pyridine (30 ml), was dropwise added a solution of acetyl chloride (942 mg) in methylene chloride (5 ml) under stirring and ice-cooling over the period of 7 minutes. The mixture was further stirred for 70 minutes at room temperature. The pyridine was distilled off under reduced pressure and ethyl acetate was added to the residue. The resultant mixture was washed twice with water a...